This data is from the Open Reaction Database (ORD), a public repository of structured organic reaction records. The task is: describe an organic reaction: reactants, conditions, products, and yield Starting materials: CC1=CC2=C(N1)C=C(C=C2)OC(F)(F)F, C1=CC=C(C=C1)COC2=CC(=CC=C2)Br. Reagents/catalysts: CC(C)(C)[O-].[Na+], CC(C)(C)P(C1=CC=CC=C1C2=CC=CC=C2)C(C)(C)C, C1=CC=C(C=C1)/C=C/C(=O)/C=C/C2=CC=CC=C2.C1=CC=C(C=C1)/C=C/C(=O)/C=C/C2=CC=CC=C2.C1=CC=C(C=C1)/C=C/C(=O)/C=C/C2=CC=CC=C2.[Pd].[Pd]. Solvent: CC1=CC=CC=C1. Reaction conditions: temperature 100 celsius. Yields the product CC1=CC2=C(N1C3=CC(=CC=C3)OCC4=CC=CC=C4)C=C(C=C2)OC(F)(F)F. Yield: 59.1%. Procedure: EN04773-53, _Buchwald coupling, toluene and bromide_  The indole from 4773-25, 1-(benzyloxy)-3-bromobenzene,Pd2(dba)3, JohnPhos and KOtBu were dissolved in toluene. The mixture was warmed at 100 °C for 2h. Ca 60% conversion according to LCMS (product at 2.31 min). This conversion rate seemed faster than for the corresponding aryliodide. Big bacth was performed in 4773-54. Starting materials: S(=O)(Cl)Cl (thionyl chloride), CC(COC1=CC(=CC(=C1)C)C)O (1-methyl-2-(3,5-dimethylphenoxy)ethanol), resultant mixture. Run in C1(=CC=CC=C1)C (toluene). The product is CC=1C=C(OCC(C)Cl)C=C(C1)C (1-(3,5-dimethylphenoxy)-2-chloropropane). Yield: 92.8%. As a reaction SMILES: S(Cl)([Cl:3])=O.[CH3:5][CH:6](O)[CH2:7][O:8][C:9]1[CH:14]=[C:13]([CH3:15])[CH:12]=[C:11]([CH3:16])[CH:10]=1>C1(C)C=CC=CC=1>[CH3:16][C:11]1[CH:10]=[C:9]([CH:14]=[C:13]([CH3:15])[CH:12]=1)[O:8][CH2:7][CH:6]([Cl:3])[CH3:5]. Procedure: 3.3 Milliliter (45 mmol) of thionyl chloride was added dropwise to a solution prepared by dissolving 7.38 g (41 mmol) of 1-methyl-2-(3,5-dimethylphenoxy)ethanol in 20 ml of toluene, and the resultant mixture was refluxed in an oil bath at 100° to 110° C. for 4 hours. The reaction solution was cooled, and then washed consecutively with 50 ml of a saturated sodium hydrogencarbonate aqueous solution and 50 ml of a saturated common salt water. The resultant organic layer was dried over 10 g of anhyd... Starting materials: C(C)OC(=O)CCN(C1(CCCC1)C(=O)O)S(=O)(=O)C1=CC=C(C=C1)OC1=CC=C(C=C1)F (1-{(2-ethoxycarbonylethyl)-[4-(4-fluorophenoxy)-benzenesulfonyl]amino}cyclopentanecarboxylic acid), C1(CCCCC1)NC1CCCCC1 (dicyclohexylamine). Run in C(C)O (ethanol). Conditions: time 8 hour. Product: C1(CCCCC1)[NH2+]C1CCCCC1.C(C)OC(=O)CCN(C1(CCCC1)C(=O)[O-])S(=O)(=O)C1=CC=C(C=C1)OC1=CC=C(C=C1)F (1-{(2-ethoxycarbonylethyl)-[4-(4-fluorophenoxy)benzenesulfonyl]amino}cyclopentanecarboxylic acid, dicyclohexylaminium salt). Yield: 67.3%. RXN SMILES: [CH2:1]([O:3][C:4]([CH2:6][CH2:7][N:8]([S:17]([C:20]1[CH:25]=[CH:24][C:23]([O:26][C:27]2[CH:32]=[CH:31][C:30]([F:33])=[CH:29][CH:28]=2)=[CH:22][CH:21]=1)(=[O:19])=[O:18])[C:9]1([C:14]([OH:16])=[O:15])[CH2:13][CH2:12][CH2:11][CH2:10]1)=[O:5])[CH3:2].[CH:34]1([NH:40][CH:41]2[CH2:46][CH2:45][CH2:44][CH2:43][CH2:42]2)[CH2:39][CH2:38][CH2:37][CH2:36][CH2:35]1>C(O)C>[CH:41]1([NH2+:40][CH:34]2[CH2:35][CH2:36][CH2:37][CH2:38][CH2:39]2)[CH2:42][CH2:43][CH2:44][CH2:45][CH2:46]1.[CH2:1]([O:3][C:4]([CH2:6][CH2:7][N:8]([S:17]([C:20]1[CH:21]=[CH:22][C:23]([O:26][C:27]2[CH:28]=[CH:29][C:30]([F:33])=[CH:31][CH:32]=2)=[CH:24][CH:25]=1)(=[O:19])=[O:18])[C:9]1([C:14]([O-:16])=[O:15])[CH2:13][CH2:12][CH2:11][CH2:10]1)=[O:5])[CH3:2] |f:3.4|. Reported procedure: A solution of 3.10 g (6.5 mmol) of crude 1-{(2-ethoxycarbonylethyl)-[4-(4-fluorophenoxy)-benzenesulfonyl]amino}cyclopentanecarboxylic acid in 30 mL of ethanol was treated with 1.28 mL (6.5 mmol, 1 equivalent) of dicyclohexylamine at ambient temperature producing solids within five minutes. This mixture was stirred at ambient temperatures overnight and then at 0° C. for five hours. White solids were isolated by filtration, washed with 10 mL of cold ethanol, and air dried giving 2.89 g (67%) of 1-... Starting materials: N1=CC=C(C=C1)N1CCN(CC1)CC(=O)C1=CC=C(OC(C(=O)OC)(C)C)C=C1 (methyl 2-[4-[2-[4-(4-pyridyl)piperazin-1-yl]acetyl]phenoxy]isobutyrate), Br (hydrobromic acid), O1CCOCC1 (dioxane). Run in O (water), O (water). Reaction conditions: temperature 95 celsius. The product is Br.Br.N1=CC=C(C=C1)N1CCN(CC1)CC(=O)C1=CC=C(OC(C(=O)O)(C)C)C=C1 (2-[4-[2-[4-(4-pyridyl)piperazin-1-yl]acetyl]phenoxy]isobutyric acid, dihydrobromide). Reaction SMILES: [N:1]1[CH:6]=[CH:5][C:4]([N:7]2[CH2:12][CH2:11][N:10]([CH2:13][C:14]([C:16]3[CH:29]=[CH:28][C:19]([O:20][C:21]([CH3:27])([CH3:26])[C:22]([O:24]C)=[O:23])=[CH:18][CH:17]=3)=[O:15])[CH2:9][CH2:8]2)=[CH:3][CH:2]=1.[BrH:30].O1CCOCC1>O>[BrH:30].[BrH:30].[N:1]1[CH:6]=[CH:5][C:4]([N:7]2[CH2:8][CH2:9][N:10]([CH2:13][C:14]([C:16]3[CH:29]=[CH:28][C:19]([O:20][C:21]([CH3:27])([CH3:26])[C:22]([OH:24])=[O:23])=[CH:18][CH:17]=3)=[O:15])[CH2:11][CH2:12]2)=[CH:3][CH:2]=1 |f:4.5.6|. Procedure details: A mixture of methyl 2-[4-[2-[4-(4-pyridyl)piperazin-1-yl]acetyl]phenoxy]isobutyrate (50 mg), 48% w/v hydrobromic acid (0.74. ml), dioxane (1 ml) and water (3 ml) was heated at 95° C. for 4 hours. The solution was cooled, diluted with water and freeze-dried to give the title compound, 40 mg, as a pale yellow solid: m.p. 163°-167° C.; NMR (D2O) δ 8.40 (2H, d), 8.16 (2H, d), 7.40 (2H, d), 7.21 (2H, d), 5.21 (2H, s), 4.32 (4H, b), 3.89 (4H, bt), 1.86 (6H, s); m/e 384 (M+H)+ ; calculated for C21H25N3... Reactants: CCN(CC)OS(=O)(=O)[O-], [F-], [F-], [F-], O, Cc1c(-c2ccc3c(c2)CN(CC(C)(C)O)C3=O)nnn1-c1ccc(F)cc1. Product: Cc1c(-c2ccc3c(c2)CN(CC(C)(C)F)C3=O)nnn1-c1ccc(F)cc1. As a reaction SMILES: [CH2:32]([N:33]([O:34][S:35]([O-:36])(=[O:37])=[O:38])[CH2:39][CH3:40])[CH3:41].[F-:29].[F-:30].[F-:31].[OH2:42].[OH:1][C:2]([CH2:3][N:4]1[C:5](=[O:26])[c:6]2[cH:7][cH:8][c:9](-[c:13]3[n:14][n:15][n:16](-[c:19]4[cH:20][cH:21][c:22]([F:25])[cH:23][cH:24]4)[c:17]3[CH3:18])[cH:10][c:11]2[CH2:12]1)([CH3:27])[CH3:28]>>[C:2]([CH2:3][N:4]1[C:5](=[O:26])[c:6]2[cH:7][cH:8][c:9](-[c:13]3[n:14][n:15][n:16](-[c:19]4[cH:20][cH:21][c:22]([F:25])[cH:23][cH:24]4)[c:17]3[CH3:18])[cH:10][c:11]2[CH2:12]1)([CH3:27])([CH3:28])[F:29].